This data is from the Open Reaction Database (ORD), a public repository of structured organic reaction records. The task is: describe an organic reaction: reactants, conditions, products, and yield The reactants are FC1=CC=C(C=C1)C(C(=O)OCC)C(=O)C1=CC=C(C=C1)SC (ethyl 2-(4-fluorophenyl)-3-(4-(methylthio)phenyl)-3-oxopropanoate), O (water), O.NN (hydrazine hydrate), C(C)(=O)O (acetic acid). The solvent is O1CCOCC1 (dioxane). Product: FC1=CC=C(C=C1)C=1C(=NNC1C1=CC=C(C=C1)SC)O (4-(4-Fluorophenyl)-5-(4-(methylthio)phenyl)-1H-pyrazol-3-ol). Yield: 95.7%. RXN SMILES: [F:1][C:2]1[CH:7]=[CH:6][C:5]([CH:8]([C:14]([C:16]2[CH:21]=[CH:20][C:19]([S:22][CH3:23])=[CH:18][CH:17]=2)=O)[C:9](OCC)=[O:10])=[CH:4][CH:3]=1.O.[NH2:25][NH2:26].C(O)(=O)C.O>O1CCOCC1>[F:1][C:2]1[CH:7]=[CH:6][C:5]([C:8]2[C:9]([OH:10])=[N:25][NH:26][C:14]=2[C:16]2[CH:21]=[CH:20][C:19]([S:22][CH3:23])=[CH:18][CH:17]=2)=[CH:4][CH:3]=1 |f:1.2|. Procedure details: A mixture of ethyl 2-(4-fluorophenyl)-3-(4-(methylthio)phenyl)-3-oxopropanoate(1.33 g, 4 mmol), prepared according to the method of Example 1A(ii), hydrazine hydrate (0.25 mL, 4.2 mmol), and acetic acid (0.25 mL, 4.2 mmol) in dioxane (50 mL), and water (5 mL) was refluxed for 24 hours and then concentrated in vacuo. Water was added to the residue, and the solid was filtered and dried in vacuo to provide the desired product (yield: 1.15 g; 95%). MS (DCI-NH3) m/z 301 (M+H)+, 318 (M+NH4)+; 1H NMR (... Starting materials: C(C)(=O)Cl (Acetyl chloride), N1=CC=CC=C1 (pyridine), NC1=C(C=CC(=C1)F)SCC#N ((2-amino-4-fluoro-phenylsulfanyl)acetonitrile). Solvent: C1CCOC1 (THF), C1CCOC1 (THF), C1CCOC1 (THF). Conditions: temperature 0 celsius, time 50 minute. Yields the product C(#N)CSC1=C(C=C(C=C1)F)NC(C)=O (N-(2-Cyanomethylsulfanyl-5-fluoro-phenyl)acetamid). Yield: 86.0%. As a reaction SMILES: [C:1](Cl)(=[O:3])[CH3:2].N1C=CC=CC=1.[NH2:11][C:12]1[CH:17]=[C:16]([F:18])[CH:15]=[CH:14][C:13]=1[S:19][CH2:20][C:21]#[N:22]>C1COCC1>[C:21]([CH2:20][S:19][C:13]1[CH:14]=[CH:15][C:16]([F:18])=[CH:17][C:12]=1[NH:11][C:1](=[O:3])[CH3:2])#[N:22]. Reported procedure: Acetyl chloride (1.5 ml) in THF (10 ml) and subsequently pyridine (1.7 ml) in THF (10 ml) was added to a stirred solution of (2-amino-4-fluoro-phenylsulfanyl)acetonitrile (3.5 g) in THF (30 ml) at 0° C. The mixture was stirred at 0° C. for 50 min. Then the solvent was removed in vacuo and the residue was triturated with water (80 ml). The precipitate was filtered off and dried yielding 3.7 g (86%) of the title compound as yellow crystals; mp 113-115° C.; 1H-NMR (DMSO-d6), δ (ppm): 9.59 (s, 1H, N... Reactants: Cl.CC=1[N+](=C(OC1C)C1=CC=C(C=C1)C(F)(F)F)[O-] (4,5-dimethyl-2-(4-trifluoromethyl-phenyl)-oxazole N-oxide hydrochloride), P(=O)(Cl)(Cl)Cl (phosphorus oxychloride), [OH-].[Na+] (NaOH), ice water. The solvent is C(Cl)(Cl)Cl (CHCl3), C(Cl)(Cl)Cl (CHCl3). Run at temperature 5 celsius, time 15 minute. Product: ClCC=1N=C(OC1C)C1=CC=C(C=C1)C(F)(F)F (4-Chloromethyl-5-methyl-2-(4-trifluoromethyl-phenyl)-oxazole). Isolated yield 28.1%. As a reaction SMILES: Cl.[CH3:2][C:3]1[N+:4]([O-])=[C:5]([C:9]2[CH:14]=[CH:13][C:12]([C:15]([F:18])([F:17])[F:16])=[CH:11][CH:10]=2)[O:6][C:7]=1[CH3:8].P(Cl)(Cl)([Cl:22])=O.[OH-].[Na+]>C(Cl)(Cl)Cl>[Cl:22][CH2:2][C:3]1[N:4]=[C:5]([C:9]2[CH:14]=[CH:13][C:12]([C:15]([F:18])([F:17])[F:16])=[CH:11][CH:10]=2)[O:6][C:7]=1[CH3:8] |f:0.1,3.4|. Procedure details: In to a 5° C. solution of 4,5-dimethyl-2-(4-trifluoromethyl-phenyl)-oxazole N-oxide hydrochloride (113.71 g, 387.5 mmol) in CHCl3 (560 ml), was added phosphorus oxychloride (39.4 ml, 422.4 mmol) in CHCl3, dropwise over 15 min. The reaction was refluxed for 2.5 h, then cooled to 5° C., poured into ice water, and basified with NaOH (1N). The organic layer was dried over MgSO4. Evaporation and recrystallization from ether/hexane, gave a yellow solid (30.0 g, 28% yield, mp 84°-85° C.). Starting materials: COC(=O)C1=C(C)NC(C)=C(C(=O)OC(C)C)C1c1cccc([N+](=O)[O-])c1, CCO, [Cl-], [NH4+], [Zn]. Product: COC(=O)C1=C(C)NC(C)=C(C(=O)OC(C)C)C1c1cccc(NO)c1. Reaction SMILES: [CH3:1][C:2]1=[C:7]([C:8](=[O:9])[O:10][CH3:11])[CH:6]([c:12]2[cH:13][c:14]([N+:18](=[O:19])[O-:20])[cH:15][cH:16][cH:17]2)[C:5]([C:21](=[O:22])[O:23][CH:24]([CH3:25])[CH3:26])=[C:4]([CH3:27])[NH:3]1.[CH3:30][CH2:31][OH:32].[Cl-:28].[NH4+:29].[Zn:33]>>[CH3:1][C:2]1=[C:7]([C:8](=[O:9])[O:10][CH3:11])[CH:6]([c:12]2[cH:13][c:14]([NH:18][OH:19])[cH:15][cH:16][cH:17]2)[C:5]([C:21](=[O:22])[O:23][CH:24]([CH3:25])[CH3:26])=[C:4]([CH3:27])[NH:3]1. Starting materials: C(C)(=O)OC(C)CCCOCC1=CC=CC=C1 (5-benzyloxypent-2-yl acetate), [H][H] (hydrogen). Reagents/catalysts: [Pd] (palladium). The solvent is CO (methanol). The product is C(C)(=O)OC(C)CCCO (5-hydroxypent-2-yl acetate). The yield is 98.8%. Reaction SMILES: [C:1]([O:4][CH:5]([CH2:7][CH2:8][CH2:9][O:10]CC1C=CC=CC=1)[CH3:6])(=[O:3])[CH3:2].[H][H]>CO.[Pd]>[C:1]([O:4][CH:5]([CH2:7][CH2:8][CH2:9][OH:10])[CH3:6])(=[O:3])[CH3:2]. Reported procedure: 10% palladium-active carbon (48 mg) was added to a mixed solution of 5-benzyloxypent-2-yl acetate (419 mg, 1.78 mmol) in methanol (1.86 mL) in an ice bath in an argon atmosphere, followed by stirring at room temperature in a hydrogen atmosphere. After completion of the reaction, filtration was carried out and the filtrate was concentrated under reduced pressure. 257 mg of the title compound (yield: 87%) was obtained as a colorless oil. Reactants: BrC=1C=C(C=NC1Cl)C(=O)O (5-bromo-6-chloro-3-pyridinecarboxylic acid), NC[C@](O)(C1CC1)C ((R)-α-(aminomethyl)-α-methyl-cyclopropanemethanol), N1=CC=C(C=C1)CO (4-pyridinemethanol), ClC1=CC=C(C=C1)B(O)O ((4-chloro-phenyl)-boronic acid). The product is ClC1=CC=C(C=C1)C=1C(=NC=C(C(=O)NC[C@](C)(O)C2CC2)C1)OCC1=CC=NC=C1 (5-(4-chloro-phenyl)-N-((R)-2-cyclopropyl-2-hydroxy-propyl)-6-(pyridin-4-ylmethoxy)-nicotinamide). RXN SMILES: Br[C:2]1[CH:3]=[C:4]([C:9]([OH:11])=O)[CH:5]=[N:6][C:7]=1Cl.[N:12]1[CH:17]=[CH:16][C:15]([CH2:18][OH:19])=[CH:14][CH:13]=1.[Cl:20][C:21]1[CH:26]=[CH:25][C:24](B(O)O)=[CH:23][CH:22]=1.[NH2:30][CH2:31][C@@:32]([CH3:37])([CH:34]1[CH2:36][CH2:35]1)[OH:33]>>[Cl:20][C:21]1[CH:26]=[CH:25][C:24]([C:2]2[C:7]([O:19][CH2:18][C:15]3[CH:16]=[CH:17][N:12]=[CH:13][CH:14]=3)=[N:6][CH:5]=[C:4]([CH:3]=2)[C:9]([NH:30][CH2:31][C@@:32]([CH:34]2[CH2:36][CH2:35]2)([OH:33])[CH3:37])=[O:11])=[CH:23][CH:22]=1. Procedure details: The title compound was synthesized in analogy to Example 75, using 5-bromo-6-chloro-3-pyridinecarboxylic acid, 4-pyridinemethanol, (4-chloro-phenyl)-boronic acid and (R)-α-(aminomethyl)-α-methyl-cyclopropanemethanol as starting materials to yield 5-(4-chloro-phenyl)-N-((R)-2-cyclopropyl-2-hydroxy-propyl)-6-(pyridin-4-ylmethoxy)-nicotinamide, MS (ISP) 438.1 (M+H)+. Reactants: CC(NC(=O)C1=C(O)c2cc(Cl)ccc2C(C)(C)C1=O)C(=O)OC(C)(C)C, O=C(O)C(F)(F)F. Product: CC(NC(=O)C1=C(O)c2cc(Cl)ccc2C(C)(C)C1=O)C(=O)O. As a reaction SMILES: [Cl:1][c:2]1[cH:3][c:4]2[c:9]([cH:10][cH:11]1)[C:8]([CH3:12])([CH3:13])[C:7](=[O:14])[C:6]([C:15](=[O:16])[NH:17][CH:18]([CH3:19])[C:20](=[O:21])[O:22][C:23]([CH3:24])([CH3:25])[CH3:26])=[C:5]2[OH:27].[F:28][C:29]([F:30])([F:31])[C:32]([OH:33])=[O:34]>>[Cl:1][c:2]1[cH:3][c:4]2[c:9]([cH:10][cH:11]1)[C:8]([CH3:12])([CH3:13])[C:7](=[O:14])[C:6]([C:15](=[O:16])[NH:17][CH:18]([CH3:19])[C:20](=[O:21])[OH:22])=[C:5]2[OH:27]. As a reaction SMILES: [CH2:1]([NH:3][C:4](=[O:11])[NH:5]OCC(O)=O)[CH3:2].[NH2:12][C@@H:13]([CH2:37][C:38]1[CH:43]=[CH:42][CH:41]=[CH:40][CH:39]=1)[C:14]([N:16]([C@@H:28]([CH3:36])[CH:29]([O:33][CH2:34][CH3:35])[O:30][CH2:31][CH3:32])[CH2:17][C:18]1[C:27]2[C:22](=[CH:23][CH:24]=[CH:25][CH:26]=2)[CH:21]=[CH:20][CH:19]=1)=[O:15]>>[CH2:31]([O:30][CH:29]([O:33][CH2:34][CH3:35])[C@@H:28]([N:16]([CH2:17][C:18]1[C:27]2[C:22](=[CH:23][CH:24]=[CH:25][CH:26]=2)[CH:21]=[CH:20][CH:19]=1)[C:14](=[O:15])[C@@H:13]([NH:12][C:29](=[O:30])[CH2:28][N:16]([CH3:14])[NH:5][C:4]([NH:3][CH2:1][CH3:2])=[O:11])[CH2:37][C:38]1[CH:39]=[CH:40][CH:41]=[CH:42][CH:43]=1)[CH3:36])[CH3:32]. Starting materials: C(C)NC(NOCC(=O)O)=O (2-(3-ethylureidooxy)acetic acid), N[C@H](C(=O)N(CC1=CC=CC2=CC=CC=C12)[C@H](C(OCC)OCC)C)CC1=CC=CC=C1 ((S)-2-amino-N—((S)-1,1-diethoxypropan-2-yl)-N-(naphthalen-1-ylmethyl)-3-phenylpropanamide). The yield is 54.1%. Procedure: According to the procedure described in the synthesis method of Compound II-130, 2-(3-ethylureidooxy)acetic acid (Compound VI-13) 32 mg (0.18 mmol) was coupled with (S)-2-amino-N—((S)-1,1-diethoxypropan-2-yl)-N-(naphthalen-1-ylmethyl)-3-phenylpropanamide (Compound IV-27) 65 mg (0.15 mmol) to obtain the title compound 24 mg (27%). The product is C(C)OC([C@H](C)N(C([C@H](CC1=CC=CC=C1)NC(CN(NC(=O)NCC)C)=O)=O)CC1=CC=CC2=CC=CC=C12)OCC (2-(2-((S)-1-(((S)-1,1-diethoxypropan-2-yl)(naphthalen-1-ylmethyl)amino)-1-oxo-3-phenylpropan-2-ylamino)-2-oxoethyl)-N-ethyl-2-methylhydrazinecarboxamide). The reactants are [H-].[Na+] (NaH), C=C1N(CCC=2C3=CC(=CC=C3NC12)OC)C(=O)C1CC1 (1-methylene-2-cyclopropylcarbonyl-6-methoxy-1,2,3,4-tetrahydro-β-carboline), CN(C)C=O (DMF), [H-].[Na+] (NaH). Conditions: time 48 hour. Product: C1(CC1)C(=O)N1C(C=2NC=3C=CC(=CC3C(C2C1)=O)OC)=C (2-cyclopropylcarbonyl-7-methoxy-3-methylene-9-oxo-1,3,4,9-tetrahydropyrrolo[3,4-b]quinoline). Yield: 38.0%. Reaction SMILES: [H-].[Na+].[CH2:3]=[C:4]1[C:16]2[NH:15][C:14]3[C:9](=[CH:10][C:11]([O:17][CH3:18])=[CH:12][CH:13]=3)[C:8]=2[CH2:7][CH2:6][N:5]1[C:19]([CH:21]1[CH2:23][CH2:22]1)=[O:20].CN(C=[O:28])C>>[CH:21]1([C:19]([N:5]2[CH2:6][C:7]3[C:8](=[O:28])[C:9]4[CH:10]=[C:11]([O:17][CH3:18])[CH:12]=[CH:13][C:14]=4[NH:15][C:16]=3[C:4]2=[CH2:3])=[O:20])[CH2:22][CH2:23]1 |f:0.1|. Procedure details: NaH (1.2 eq; 60% suspension in oil) is added to a solution of 1-methylene-2-cyclopropylcarbonyl-6-methoxy-1,2,3,4-tetrahydro-β-carboline (500 mg; 1.7 mmol) in DMF (5 ml). The mixture is stirred under an oxygen atmosphere for 48 hours, further NaH (1.1 eq) is then added and stirring is continued overnight. The DMF is then distilled off under reduced pressure. The crude product is taken up in water and then filtered off. Saturated NH4Cl solution is added to the aqueous phase. The mixture is stirre...